From a dataset of the Open Reaction Database (ORD), a public repository of structured organic reaction records. describe an organic reaction: reactants, conditions, products, and yield Reactants: CCO, CCOC(=O)c1cn(C2CC2)c2nc3cc(N4CCNC(c5ccc(OC)cc5)C4)c(F)cc3cc2c1=O, [K+], [OH-]. Product: COc1ccc(C2CN(c3cc4nc5c(cc4cc3F)c(=O)c(C(=O)O)cn5C3CC3)CCN2)cc1. Reaction SMILES: [CH3:41][CH2:42][OH:43].[CH:1]1([n:4]2[cH:5][c:6]([C:34](=[O:35])[O:36][CH2:37][CH3:38])[c:7](=[O:33])[c:8]3[cH:9][c:10]4[c:11]([n:12][c:13]23)[cH:14][c:15]([N:19]2[CH2:20][CH:21]([c:25]3[cH:26][cH:27][c:28]([O:31][CH3:32])[cH:29][cH:30]3)[NH:22][CH2:23][CH2:24]2)[c:16]([F:18])[cH:17]4)[CH2:2][CH2:3]1.[K+:40].[OH-:39]>>[CH:1]1([n:4]2[cH:5][c:6]([C:34](=[O:35])[OH:36])[c:7](=[O:33])[c:8]3[cH:9][c:10]4[c:11]([n:12][c:13]23)[cH:14][c:15]([N:19]2[CH2:20][CH:21]([c:25]3[cH:26][cH:27][c:28]([O:31][CH3:32])[cH:29][cH:30]3)[NH:22][CH2:23][CH2:24]2)[c:16]([F:18])[cH:17]4)[CH2:2][CH2:3]1. Starting materials: O[C@@H](CN1CCNCC1)C1=C(C2=C(C(OC2)=O)C=C1)C (5-[(1R)-1-hydroxy-2-(piperazin-1-yl)ethyl]-4-methyl-2-benzofuran-1(3H)-one), CC=1C=C(C=NC1C1OC1)C#N (5-methyl-6-(oxiran-2-yl)pyridine-3-carbonitrile). Yields the product OC(CN1CCN(CC1)C[C@@H](C1=C(C2=C(C(OC2)=O)C=C1)C)O)C1=C(C=C(C=N1)C#N)C (6-(1-Hydroxy-2-{4-[(2R)-2-hydroxy-2-(4-methyl-1-oxo-1,3-dihydro-2-benzofuran-5-yl)ethyl]piperazin-1-yl}ethyl)-5-methylpyridine-3-carbonitrile). Reaction SMILES: [OH:1][C@H:2]([C:10]1[CH:19]=[CH:18][C:13]2[C:14](=[O:17])[O:15][CH2:16][C:12]=2[C:11]=1[CH3:20])[CH2:3][N:4]1[CH2:9][CH2:8][NH:7][CH2:6][CH2:5]1.[CH3:21][C:22]1[CH:23]=[C:24]([C:31]#[N:32])[CH:25]=[N:26][C:27]=1[CH:28]1[CH2:30][O:29]1>>[OH:29][CH:28]([C:27]1[N:26]=[CH:25][C:24]([C:31]#[N:32])=[CH:23][C:22]=1[CH3:21])[CH2:30][N:7]1[CH2:8][CH2:9][N:4]([CH2:3][C@H:2]([OH:1])[C:10]2[CH:19]=[CH:18][C:13]3[C:14](=[O:17])[O:15][CH2:16][C:12]=3[C:11]=2[CH3:20])[CH2:5][CH2:6]1. Procedure: 6-(1-Hydroxy-2-{4-[(2R)-2-hydroxy-2-(4-methyl-1-oxo-1,3-dihydro-2-benzofuran-5-yl)ethyl]piperazin-1-yl}ethyl)-5-methylpyridine-3-carbonitrile was prepared in a similar fashion to that described for the synthesis of EXAMPLE 58 starting from 5-[(1R)-1-hydroxy-2-(piperazin-1-yl)ethyl]-4-methyl-2-benzofuran-1(3H)-one and 5-methyl-6-(oxiran-2-yl)pyridine-3-carbonitrile. Starting materials: CCOC(=O)c1cnc(C(=O)c2cccc(OCC(=O)O)c2)c2cc(OC)c(OC)cc12, CO, [Li+], [OH-]. Product: COc1cc2c(C(=O)O)cnc(C(=O)c3cccc(OCC(=O)O)c3)c2cc1OC. Reaction SMILES: [CH2:1]([CH3:2])[O:3][C:4](=[O:5])[c:6]1[cH:7][n:8][c:9]([C:20]([c:21]2[cH:22][c:23]([O:27][CH2:28][C:29](=[O:30])[OH:31])[cH:24][cH:25][cH:26]2)=[O:32])[c:10]2[cH:11][c:12]([O:18][CH3:19])[c:13]([O:16][CH3:17])[cH:14][c:15]12.[CH3:35][OH:36].[Li+:33].[OH-:34]>>[O:3]=[C:4]([OH:5])[c:6]1[cH:7][n:8][c:9]([C:20]([c:21]2[cH:22][c:23]([O:27][CH2:28][C:29](=[O:30])[OH:31])[cH:24][cH:25][cH:26]2)=[O:32])[c:10]2[cH:11][c:12]([O:18][CH3:19])[c:13]([O:16][CH3:17])[cH:14][c:15]12. Reactants: COC1=C(C(=C(C(=C1)C)C=CC(=CC=CC(=CC(=O)Cl)C)C)C)C (9-(4-methoxy-2,3,6-trimethyl-phenyl)-3,7-dimethyl-nona-2,4,6,8-tetraen-1-oic acid chloride), C(CCCCC)[NH-] (hexylamide). The product is C(CCCCC)NC(C=C(C=CC=C(C=CC1=C(C(=C(C=C1C)OC)C)C)C)C)=O (9-(4-methoxy-2,3,6-trimethyl-phenyl)-3,7-dimethyl-nona-2,4,6,8-tetraen-1-oic acid hexylamide). RXN SMILES: [CH3:1][O:2][C:3]1[CH:8]=[C:7]([CH3:9])[C:6]([CH:10]=[CH:11][C:12]([CH3:22])=[CH:13][CH:14]=[CH:15][C:16]([CH3:21])=[CH:17][C:18](Cl)=[O:19])=[C:5]([CH3:23])[C:4]=1[CH3:24].[CH2:25]([NH-:31])[CH2:26][CH2:27][CH2:28][CH2:29][CH3:30]>>[CH2:25]([NH:31][C:18](=[O:19])[CH:17]=[C:16]([CH3:21])[CH:15]=[CH:14][CH:13]=[C:12]([CH3:22])[CH:11]=[CH:10][C:6]1[C:7]([CH3:9])=[CH:8][C:3]([O:2][CH3:1])=[C:4]([CH3:24])[C:5]=1[CH3:23])[CH2:26][CH2:27][CH2:28][CH2:29][CH3:30]. Procedure: 9-(4-methoxy-2,3,6-trimethyl-phenyl)-3,7-dimethyl-nona-2,4,6,8-tetraen-1-oic acid chloride is reacted with hexylamide to produce 9-(4-methoxy-2,3,6-trimethyl-phenyl)-3,7-dimethyl-nona-2,4,6,8-tetraen-1-oic acid hexylamide, m.p. 157°-158° C. Reactants: NC(CCC(=O)OC)C1=C(C=CC=C1OC)OC (methyl 4-amino-4-(2,6-dimethoxyphenyl)butanoate), C1(=CC=CC2=CC=CC=C12)C=O (1-naphthaldehyde). Yields the product COC1=C(C(=CC=C1)OC)C1CCC(N1CC1=CC=CC2=CC=CC=C12)=O (5-(2,6-dimethoxyphenyl)-1-(naphthalen-1-ylmethyl)pyrrolidin-2-one). Reaction SMILES: [NH2:1][CH:2]([C:9]1[C:14]([O:15][CH3:16])=[CH:13][CH:12]=[CH:11][C:10]=1[O:17][CH3:18])[CH2:3][CH2:4][C:5]([O:7]C)=O.[C:19]1([CH:29]=O)[C:28]2[C:23](=[CH:24][CH:25]=[CH:26][CH:27]=2)[CH:22]=[CH:21][CH:20]=1>>[CH3:18][O:17][C:10]1[CH:11]=[CH:12][CH:13]=[C:14]([O:15][CH3:16])[C:9]=1[CH:2]1[N:1]([CH2:29][C:19]2[C:28]3[C:23](=[CH:24][CH:25]=[CH:26][CH:27]=3)[CH:22]=[CH:21][CH:20]=2)[C:5](=[O:7])[CH2:4][CH2:3]1. Reported procedure: Prepared according to the described general procedure 2 (GP2) by reaction of methyl 4-amino-4-(2,6-dimethoxyphenyl)butanoate with commercially available 1-naphthaldehyde. Subsequent purification by preparative HPLC afforded the target compound. LC-MS (conditions A): tR=0.87 min.; [M+H]+: 362.17 g/mol.